This data is from the Open Reaction Database (ORD), a public repository of structured organic reaction records. The task is: describe an organic reaction: reactants, conditions, products, and yield Reactants: ClCCl, O=C(O)C(F)(F)F, O=C(CNC(=O)c1cccc(C(F)(F)F)c1)NC1CNC1, O=C1CCC(c2ccccc2)CC1. Yields the product O=C(CNC(=O)c1cccc(C(F)(F)F)c1)NC1CN(C2CCC(c3ccccc3)CC2)C1. As a reaction SMILES: [Cl:42][CH2:43][Cl:44].[F:35][C:36]([F:37])([F:38])[C:39]([OH:40])=[O:41].[NH:14]1[CH2:15][CH:16]([NH:18][C:19](=[O:20])[CH2:21][NH:22][C:23]([c:24]2[cH:25][c:26]([C:30]([F:31])([F:32])[F:33])[cH:27][cH:28][cH:29]2)=[O:34])[CH2:17]1.[c:1]1([CH:7]2[CH2:8][CH2:9][C:10](=[O:13])[CH2:11][CH2:12]2)[cH:2][cH:3][cH:4][cH:5][cH:6]1>>[c:1]1([CH:7]2[CH2:8][CH2:9][CH:10]([N:14]3[CH2:15][CH:16]([NH:18][C:19](=[O:20])[CH2:21][NH:22][C:23]([c:24]4[cH:25][c:26]([C:30]([F:31])([F:32])[F:33])[cH:27][cH:28][cH:29]4)=[O:34])[CH2:17]3)[CH2:11][CH2:12]2)[cH:2][cH:3][cH:4][cH:5][cH:6]1. As a reaction SMILES: [C:29]([O:30][BH-:31]([O:32][C:33](=[O:34])[CH3:35])[O:36][C:37](=[O:38])[CH3:39])(=[O:40])[CH3:41].[CH3:20][CH:21]([CH:22]=[O:23])[CH3:24].[CH3:25][C:26](=[O:27])[OH:28].[CH3:46][OH:47].[Cl:43][CH2:44][Cl:45].[Na+:42].[n:1]1[n:2](-[c:11]2[cH:12][cH:13][c:14]([C:15](=[O:16])[NH2:17])[cH:18][cH:19]2)[cH:3][c:4]2[c:5]1[CH2:6][CH2:7][NH:8][CH2:9][CH2:10]2>>[n:1]1[n:2](-[c:11]2[cH:12][cH:13][c:14]([C:15](=[O:16])[NH2:17])[cH:18][cH:19]2)[cH:3][c:4]2[c:5]1[CH2:6][CH2:7][N:8]([CH2:22][CH:21]([CH3:20])[CH3:24])[CH2:9][CH2:10]2. Yields the product CC(C)CN1CCc2cn(-c3ccc(C(N)=O)cc3)nc2CC1. Reactants: CC(=O)O[BH-](OC(C)=O)OC(C)=O, CC(C)C=O, CC(=O)O, CO, ClCCl, [Na+], NC(=O)c1ccc(-n2cc3c(n2)CCNCC3)cc1. Reactants: NC1=CC=C(C=C1)C1=CC(=CC(=C1)C1=CC=C(C=C1)N)C1=CC=C(C=C1)N (1,3,5-tris(4-aminophenyl)-benzene), IC=1C=C(C=CC1)C (m-iodotoluene), C([O-])([O-])=O.[K+].[K+] (potassium carbonate), C1COCCOCCOCCOCCOCCO1 (18-crown-6), compound 1. The reagents and catalysts are [Cu] (copper bronze). Run in ClC1=C(C=CC=C1)Cl (orthodichlorobenzene). Product: NC1=CC=C(C=C1)C1=CC(=CC(=C1)C1=CC=C(C=C1)N)C1=CC=C(C=C1)N (1,3,5-tris(4-aminophenyl)benzene), C1(=CC(=CC=C1)N(C1=CC=C(C=C1)C1=CC(=CC(=C1)C1=CC=C(C=C1)N(C=1C=C(C=CC1)C)C=1C=C(C=CC1)C)C1=CC=C(C=C1)N(C=1C=C(C=CC1)C)C=1C=C(C=CC1)C)C=1C=C(C=CC1)C)C (1,3,5-tris-(4-di-m -tolylaminophenyl)benzene). Reaction SMILES: [NH2:1][C:2]1[CH:7]=[CH:6][C:5]([C:8]2[CH:13]=[C:12]([C:14]3[CH:19]=[CH:18][C:17]([NH2:20])=[CH:16][CH:15]=3)[CH:11]=[C:10]([C:21]3[CH:26]=[CH:25][C:24]([NH2:27])=[CH:23][CH:22]=3)[CH:9]=2)=[CH:4][CH:3]=1.I[C:29]1[CH:30]=[C:31]([CH3:35])[CH:32]=[CH:33][CH:34]=1.C(=O)([O-])[O-].[K+].[K+].C1O[CH2:58][CH2:57]OCCOCCOCCOCCOC1>[Cu].ClC1C=CC=CC=1Cl>[NH2:1][C:2]1[CH:7]=[CH:6][C:5]([C:8]2[CH:9]=[C:10]([C:21]3[CH:26]=[CH:25][C:24]([NH2:27])=[CH:23][CH:22]=3)[CH:11]=[C:12]([C:14]3[CH:19]=[CH:18][C:17]([NH2:20])=[CH:16][CH:15]=3)[CH:13]=2)=[CH:4][CH:3]=1.[C:31]1([CH3:35])[CH:32]=[CH:33][CH:34]=[C:29]([N:1]([C:22]2[CH:23]=[C:57]([CH3:58])[CH:9]=[CH:10][CH:21]=2)[C:2]2[CH:7]=[CH:6][C:5]([C:8]3[CH:9]=[C:10]([C:21]4[CH:26]=[CH:25][C:24]([N:27]([C:29]5[CH:30]=[C:31]([CH3:35])[CH:32]=[CH:33][CH:34]=5)[C:29]5[CH:30]=[C:31]([CH3:35])[CH:32]=[CH:33][CH:34]=5)=[CH:23][CH:22]=4)[CH:11]=[C:12]([C:14]4[CH:19]=[CH:18][C:17]([N:20]([C:7]5[CH:6]=[C:5]([CH3:8])[CH:4]=[CH:3][CH:2]=5)[C:16]5[CH:15]=[C:14]([CH3:12])[CH:19]=[CH:18][CH:17]=5)=[CH:16][CH:15]=4)[CH:13]=3)=[CH:4][CH:3]=2)[CH:30]=1 |f:2.3.4|. Procedure details: 1,3,5-tris(4-aminophenyl)benzene was prepared as described above in the preparation of compound 1. A mixture of 3 g of 1,3,5-tris(4-aminophenyl)-benzene, 22.2 g of m-iodotoluene, 5.9 g of potassium carbonate, 0.2 g of 18-crown-6 crown ether, 2.2 g of copper bronze and 40 ml of orthodichlorobenzene was flushed with argon and then the whole apparatus placed under vacuum. The mixture was then refluxed under argon for 120 hours. The reaction mixture was then filtered hot and the filtrate evaporated ... Starting materials: CCOC(=O)CBr, [H-], O=C1CCN(C(=O)c2ccc([N+](=O)[O-])cc2)c2ccccc2N1, [Na+], C1CCOC1. The product is CCOC(=O)CN1C(=O)CCN(C(=O)c2ccc([N+](=O)[O-])cc2)c2ccccc21. As a reaction SMILES: [Br:26][CH2:27][C:28](=[O:29])[O:30][CH2:31][CH3:32].[H-:1].[N+:3](=[O:4])([O-:5])[c:6]1[cH:7][cH:8][c:9]([C:10](=[O:11])[N:12]2[CH2:13][CH2:14][C:15](=[O:23])[NH:16][c:17]3[c:18]2[cH:19][cH:20][cH:21][cH:22]3)[cH:24][cH:25]1.[Na+:2].[O:33]1[CH2:34][CH2:35][CH2:36][CH2:37]1>>[N+:3](=[O:4])([O-:5])[c:6]1[cH:7][cH:8][c:9]([C:10](=[O:11])[N:12]2[CH2:13][CH2:14][C:15](=[O:23])[N:16]([CH2:27][C:28](=[O:29])[O:30][CH2:31][CH3:32])[c:17]3[c:18]2[cH:19][cH:20][cH:21][cH:22]3)[cH:24][cH:25]1. Reactants: Nc1cc(Br)ccc1OCCBr, [K+], [K+], O=C([O-])[O-], CN(C)C=O, O. Yields the product Brc1ccc2c(c1)NCCO2. RXN SMILES: [Br:1][c:2]1[cH:3][cH:4][c:5]([O:9][CH2:10][CH2:11][Br:12])[c:6]([NH2:8])[cH:7]1.[K+:13].[K+:14].[O-:15][C:16]([O-:17])=[O:18].[O:19]=[CH:20][N:21]([CH3:22])[CH3:23].[OH2:24]>>[Br:1][c:2]1[cH:3][cH:4][c:5]2[c:6]([cH:7]1)[NH:8][CH2:11][CH2:10][O:9]2. Reactants: C(=O)(O)C=1C(=C(NC(CCCCC(=O)OC)=O)C(=C(C1I)N(C(C)=O)C)I)I (methyl 3'-carboxy-2',4',6'-triiodo-5'-(N-methylacetamido)adipanilate), [OH-].[Na+] (sodium hydroxide), Cl (hydrochloric acid). The solvent is O (water). Product: C(=O)(O)C=1C(=C(NC(CCCCC(=O)O)=O)C(=C(C1I)N(C(C)=O)C)I)I (3'-carboxy-2',4',6'-triiodo-5'-(N-methylacetamido)adipanilic acid). Reaction SMILES: [C:1]([C:4]1[C:5]([I:28])=[C:6]([C:18]([I:27])=[C:19]([N:22]([CH3:26])[C:23](=[O:25])[CH3:24])[C:20]=1[I:21])[NH:7][C:8](=[O:17])[CH2:9][CH2:10][CH2:11][CH2:12][C:13]([O:15]C)=[O:14])([OH:3])=[O:2].[OH-].[Na+].Cl>O>[C:1]([C:4]1[C:5]([I:28])=[C:6]([C:18]([I:27])=[C:19]([N:22]([CH3:26])[C:23](=[O:25])[CH3:24])[C:20]=1[I:21])[NH:7][C:8](=[O:17])[CH2:9][CH2:10][CH2:11][CH2:12][C:13]([OH:15])=[O:14])([OH:3])=[O:2] |f:1.2|. Reported procedure: To a mixture of 143.8 g. of methyl 3'-carboxy-2',4',6'-triiodo-5'-(N-methylacetamido)adipanilate (Example 33) and 150 ml. of water was added dropwise 145 ml. of 10% sodium hydroxide solution. The reaction mixture was heated on a steam bath for two hours and then cooled and acidified with 3N hydrochloric acid solution. The solid product was collected and recrystallized from acetic acid to give 3'-carboxy-2',4',6'-triiodo-5'-(N-methylacetamido)adipanilic acid in the form of a colorless solid, m.p....